Dataset: the Open Reaction Database (ORD), a public repository of structured organic reaction records. Task: describe an organic reaction: reactants, conditions, products, and yield Reactants: FC1=CC=C(C=C1)C1=NC=C(C=N1)C=O (2-(4-fluoro-phenyl)-pyrimidine-5-carbaldehyde), C(CC(=O)O)(=O)O (malonic acid), N1CCCCC1 (piperidine). Run in N1=CC=CC=C1 (pyridine). Product: FC1=CC=C(C=C1)C1=NC=C(C=N1)C=CC(=O)O (3-[2-(4-Fluoro-phenyl)-pyrimidin-5-yl]-acrylic Acid). RXN SMILES: [F:1][C:2]1[CH:7]=[CH:6][C:5]([C:8]2[N:13]=[CH:12][C:11]([CH:14]=O)=[CH:10][N:9]=2)=[CH:4][CH:3]=1.C(O)(=O)[CH2:17][C:18]([OH:20])=[O:19].N1CCCCC1>N1C=CC=CC=1>[F:1][C:2]1[CH:3]=[CH:4][C:5]([C:8]2[N:9]=[CH:10][C:11]([CH:14]=[CH:17][C:18]([OH:20])=[O:19])=[CH:12][N:13]=2)=[CH:6][CH:7]=1. Procedure: 945 mg (4.67 mmol) of 2-(4-fluoro-phenyl)-pyrimidine-5-carbaldehyde, 1544 mg (14.84 mmol) of malonic acid and 4197 mg (49.29 mmol) of piperidine in 50 ml of pyridine were stirred at 125° C. for 17 h. After concentration, water and hydrochloric acid were added, and the solid product was filtered off with suction and dried. Yield: 1.01 g. Solvent: N (ammonia), O (water). RXN SMILES: [Br:1][C:2]1[CH:7]=[CH:6][C:5]([OH:8])=[CH:4][CH:3]=1.[I-:9].[K+].II>N.O>[Br:1][C:2]1[CH:7]=[CH:6][C:5]([OH:8])=[C:4]([I:9])[CH:3]=1 |f:1.2|. The reactants are BrC1=CC=C(C=C1)O (4-bromophenol), [I-].[K+] (potassium iodide), II (iodine). Procedure: To a solution of 4-bromophenol (25 g, 144.5 mmol) in 25% aqueous ammonia solution (350 mL) was added a solution of potassium iodide (72 g, 433.5 mmol) and iodine (36.7 g, 144.5 mmol) in water (288 mL). The reaction mixture was stirred at ambient temperature for 2 h and quenched with 250 mL of water. The reaction was acidified by addition of concentrated HCl (350 mL) and extracted with dichloromethane. The combined organic extracts were dried over Na2SO4 and concentrated in vacuo to give the crud... Yields the product BrC1=CC(=C(C=C1)O)I (4-bromo-2-iodophenol). Reaction conditions: time 2 hour. Yield: 76.4%. Reactants: [Al+3], C1CCOC1, [H-], [H-], [H-], [H-], [Li+], NC(=O)C(N)Cc1ccccc1F. Product: NCC(N)Cc1ccccc1F. As a reaction SMILES: [Al+3:15].[CH2:20]1[O:21][CH2:22][CH2:23][CH2:24]1.[H-:14].[H-:17].[H-:18].[H-:19].[Li+:16].[NH2:1][CH:2]([C:3](=[O:4])[NH2:5])[CH2:6][c:7]1[c:8]([F:13])[cH:9][cH:10][cH:11][cH:12]1>>[NH2:1][CH:2]([CH2:3][NH2:5])[CH2:6][c:7]1[c:8]([F:13])[cH:9][cH:10][cH:11][cH:12]1. Starting materials: CC=1NC2=CC=C(C(=C2C1)C(F)(F)F)C#N (2-methyl-4-(trifluoromethyl)-1H-indole-5-carbonitrile), BrCCC1=C(C=CC(=C1)F)OC1=C(C=C(C=C1)F)CCBr (2-bromoethyl-4-fluorophenylether). Product: FC1=CC=C(C=C1)OCCN1C(=CC2=C(C(=CC=C12)C#N)C(F)(F)F)C (1-{2-[(4-Fluorophenyl)oxy]ethyl}-2-methyl-4-(trifluoromethyl)-1H-indole-5-carbonitrile). Reaction SMILES: [CH3:1][C:2]1[NH:3][C:4]2[C:9]([CH:10]=1)=[C:8]([C:11]([F:14])([F:13])[F:12])[C:7]([C:15]#[N:16])=[CH:6][CH:5]=2.BrCC[C:20]1[CH:25]=[C:24]([F:26])[CH:23]=[CH:22][C:21]=1[O:27][C:28]1C=CC(F)=C[C:29]=1CCBr>>[F:26][C:24]1[CH:25]=[CH:20][C:21]([O:27][CH2:28][CH2:29][N:3]2[C:4]3[C:9](=[C:8]([C:11]([F:12])([F:14])[F:13])[C:7]([C:15]#[N:16])=[CH:6][CH:5]=3)[CH:10]=[C:2]2[CH3:1])=[CH:22][CH:23]=1. Procedure: Synthesized as described in Example 4 using 2-methyl-4-(trifluoromethyl)-1H-indole-5-carbonitrile (Example 120) and 2-bromoethyl-4-fluorophenylether: 1H NMR (400 MHz, CDCl3) δ 7.57 (d, J=8.5 Hz, 1H), 7.52 (d, J=8.5 Hz, 1H), 6.92 (t, J=8.6 Hz, 2H), 6.69 (m, 2H), 6.59 (s, 1H), 4.53 (t, J=5.3 Hz, 2H), 4.20 (t, J=5.3 Hz, 2H), 2.57 (s, 3H): MS (ES) m/z 363 (M+1). Starting materials: N1=CC=CC=C1 (pyridine), C(C)(=O)OC(C)=O (acetic anhydride), C(=O)(OCC1=CC=CC=C1)N1CC(C1)(C1=C(C=C(C=C1)N1C(O[C@@H](C1)CN)=O)F)C ((R)-(−)-N-carbobenzyloxy-3-methyl-3-[2-fluoro-4-[5-aminomethyl-2-oxo-3-oxazolidinyl]phenyl]azetidine). Solvent: ClCCl (dichloromethane). Run at temperature 0 celsius. Product: FC=1C=C(C=CC1C1(CN(C1)C(=O)OCC1=CC=CC=C1)C)N1C(O[C@H](C1)CNC(C)=O)=O ((S)-N-[[3-[3-fluoro-4-[1-(carbobenzyloxy)-(3-methyl)-3-azetidinyl]-phenyl]-2-oxo-5-oxazolidinyl]methyl]-acetamide). Yield: 84.0%. As a reaction SMILES: [C:1]([N:11]1[CH2:14][C:13]([CH3:30])([C:15]2[CH:20]=[CH:19][C:18]([N:21]3[CH2:25][C@@H:24]([CH2:26][NH2:27])[O:23][C:22]3=[O:28])=[CH:17][C:16]=2[F:29])[CH2:12]1)([O:3][CH2:4][C:5]1[CH:10]=[CH:9][CH:8]=[CH:7][CH:6]=1)=[O:2].N1C=CC=CC=1.[C:37](OC(=O)C)(=[O:39])[CH3:38]>ClCCl>[F:29][C:16]1[CH:17]=[C:18]([N:21]2[CH2:25][C@H:24]([CH2:26][NH:27][C:37](=[O:39])[CH3:38])[O:23][C:22]2=[O:28])[CH:19]=[CH:20][C:15]=1[C:13]1([CH3:30])[CH2:14][N:11]([C:1]([O:3][CH2:4][C:5]2[CH:10]=[CH:9][CH:8]=[CH:7][CH:6]=2)=[O:2])[CH2:12]1. Reported procedure: The title compound was prepared as follows: (R)-(−)-N-carbobenzyloxy-3-methyl-3-[2-fluoro-4-[5-aminomethyl-2-oxo-3-oxazolidinyl]phenyl]azetidine was diluted with 220 mL dichloromethane, cooled to 0° C., and successively treated with 3.7 mL pyridine (46 mmol) and 1.8 mL acetic anhydride (19 mmol) with no observable change. The cooling bath was removed and the reaction mixture was warmed to room temperature for 16 hours. The visually unchanged solution was concentrated to a yellow foam, rediluted ...